This data is from the Open Reaction Database (ORD), a public repository of structured organic reaction records. The task is: describe an organic reaction: reactants, conditions, products, and yield The reactants are COC=1C=C(C(=O)N2CC(CC2)(C2=CC(=C(C=C2)F)F)CCN2CCC(CC2)NC2=NC3=C(N2)C=CC=C3)C=C(C1OC)OC (1-(3,4,5-trimethoxybenzoyl)-3-(2-(4-(1H-benzimidazol-2-yl-amino)piperidin-1-yl)ethyl)-3-(3,4-difluorophenyl) pyrrolidine), BrCC(CC)=O (1-bromo-butan-2-one). Yields the product COC=1C=C(C(=O)N2CC(CC2)(C2=CC(=C(C=C2)F)F)CCN2CCC(CC2)NC2=NC3=C(N2CC(CC)=O)C=CC=C3)C=C(C1OC)OC (1-(3,4,5-trimethoxybenzoyl)-3-(2-(4-(1-(2-oxobutyl)-1H-benzimidazol-2-yl-amino)piperidin-1-yl)ethyl)-3-(3,4-difluorophenyl) pyrrolidine). RXN SMILES: [CH3:1][O:2][C:3]1[CH:4]=[C:5]([CH:39]=[C:40]([O:44][CH3:45])[C:41]=1[O:42][CH3:43])[C:6]([N:8]1[CH2:12][CH2:11][C:10]([CH2:21][CH2:22][N:23]2[CH2:28][CH2:27][CH:26]([NH:29][C:30]3[NH:34][C:33]4[CH:35]=[CH:36][CH:37]=[CH:38][C:32]=4[N:31]=3)[CH2:25][CH2:24]2)([C:13]2[CH:18]=[CH:17][C:16]([F:19])=[C:15]([F:20])[CH:14]=2)[CH2:9]1)=[O:7].Br[CH2:47][C:48](=[O:51])[CH2:49][CH3:50]>>[CH3:45][O:44][C:40]1[CH:39]=[C:5]([CH:4]=[C:3]([O:2][CH3:1])[C:41]=1[O:42][CH3:43])[C:6]([N:8]1[CH2:12][CH2:11][C:10]([CH2:21][CH2:22][N:23]2[CH2:28][CH2:27][CH:26]([NH:29][C:30]3[N:31]([CH2:47][C:48](=[O:51])[CH2:49][CH3:50])[C:32]4[CH:38]=[CH:37][CH:36]=[CH:35][C:33]=4[N:34]=3)[CH2:25][CH2:24]2)([C:13]2[CH:18]=[CH:17][C:16]([F:19])=[C:15]([F:20])[CH:14]=2)[CH2:9]1)=[O:7]. Procedure details: Prepare by the method of Example 37.2 using 1-(3,4,5-trimethoxybenzoyl)-3-(2-(4-(1H-benzimidazol-2-yl-amino)piperidin-1-yl)ethyl)-3-(3,4-difluorophenyl) pyrrolidine and 1-bromo-butan-2-one to give the title compound: Rf=0.30 (silica gel, 40% methanol/ethyl acetate). Starting materials: C1CCOC1, CCO, [Cl-], CC(=O)c1cc([N+](=O)[O-])cc(Cl)c1Sc1nc2cc(C)ccc2s1, [Fe], [NH4+], O. Product: CC(=O)c1cc(N)cc(Cl)c1Sc1nc2cc(C)ccc2s1. As a reaction SMILES: [CH2:31]1[O:32][CH2:33][CH2:34][CH2:35]1.[CH3:28][CH2:29][OH:30].[Cl-:25].[Cl:1][c:2]1[c:3]([S:14][c:15]2[s:16][c:17]3[c:18]([n:19]2)[cH:20][c:21]([CH3:24])[cH:22][cH:23]3)[c:4]([C:11]([CH3:12])=[O:13])[cH:5][c:6]([N+:8]([O-:9])=[O:10])[cH:7]1.[Fe:27].[NH4+:26].[OH2:36]>>[Cl:1][c:2]1[c:3]([S:14][c:15]2[s:16][c:17]3[c:18]([n:19]2)[cH:20][c:21]([CH3:24])[cH:22][cH:23]3)[c:4]([C:11]([CH3:12])=[O:13])[cH:5][c:6]([NH2:8])[cH:7]1. Starting materials: C(C)(C)(C)OC(=O)NCCC1=C(CN=[N+]=[N-])C=C(C=C1)Cl (2-(2-(tert-butoxycarbonylamino)ethyl)-5-chlorobenzyl azide), C1(=CC=CC=C1)P(C1=CC=CC=C1)C1=CC=CC=C1 (triphenylphosphine). The solvent is C1CCOC1 (THF). Run at time 8 hour. The product is C(C)(C)(C)OC(=O)NCCC1=C(CN)C=C(C=C1)Cl (2-(2-(tert-butoxycarbonylamino)ethyl)-5-chlorobenzyl amine). As a reaction SMILES: [C:1]([O:5][C:6]([NH:8][CH2:9][CH2:10][C:11]1[CH:20]=[CH:19][C:18]([Cl:21])=[CH:17][C:12]=1[CH2:13][N:14]=[N+]=[N-])=[O:7])([CH3:4])([CH3:3])[CH3:2].C1(P(C2C=CC=CC=2)C2C=CC=CC=2)C=CC=CC=1>C1COCC1>[C:1]([O:5][C:6]([NH:8][CH2:9][CH2:10][C:11]1[CH:20]=[CH:19][C:18]([Cl:21])=[CH:17][C:12]=1[CH2:13][NH2:14])=[O:7])([CH3:4])([CH3:2])[CH3:3]. Procedure details: To a solution of 629 mg (2.02 mmol) 2-(2-(tert-butoxycarbonylamino)ethyl)-5-chlorobenzyl azide from the previous step in 30.0 mL THF containing 3.1 mL water was added 1.06 g (4.05 mmol) triphenylphosphine and the reaction was stirred at room temperature overnight. The THF was removed in vacuo and the residual aqueous phase extracted with methylene chloride (3×). The organics were combined, washed with brine, dried over sodium sulfate, filtered and concentrated to dryness in vacuo. Flash chromato... Starting materials: NC1=C(C=C(C(=C1)Cl)S(=O)(=O)N)S(=O)(=O)N (4-amino-6-chloro-1,3-benzenedisulfonamide), CN(C1CCC(CC1)=O)C (4-dimethylaminocyclohexanone). Solvent: Cl (HCl). Yields the product CN(C1CCC2(CC1)NS(C1=C(N2)C=C(C(=C1)S(=O)(=O)N)Cl)(=O)=O)C (4'-dimethylamino-6-chlorospiro[2H-1,2,4-benzothiadiazine-3(4H),1'-cyclohexane]-7-sulfonamide-1,1-dioxide). RXN SMILES: [NH2:1][C:2]1[CH:7]=[C:6]([Cl:8])[C:5]([S:9]([NH2:12])(=[O:11])=[O:10])=[CH:4][C:3]=1[S:13]([NH2:16])(=[O:15])=[O:14].[CH3:17][N:18]([CH3:26])[CH:19]1[CH2:24][CH2:23][C:22](=O)[CH2:21][CH2:20]1>Cl>[CH3:17][N:18]([CH3:26])[CH:19]1[CH2:24][CH2:23][C:22]2([NH:1][C:2]3[CH:7]=[C:6]([Cl:8])[C:5]([S:9]([NH2:12])(=[O:10])=[O:11])=[CH:4][C:3]=3[S:13](=[O:15])(=[O:14])[NH:16]2)[CH2:21][CH2:20]1. Reported procedure: A mixture of 4-amino-6-chloro-1,3-benzenedisulfonamide (5.72 g., 0.02 mole) and 4-dimethylaminocyclohexanone (3.38 g., 0.022 mole) in 2 N ethanolic HCl (100 ml) is refluxed for one hour and cooled. 4'-Dimethylamino-6-chlorospiro[2H-1,2,4-benzothiadiazine-3(4H),1'-cyclohexane]-7-sulfonamide-1,1-dioxide hydrochloride is filtered, dissolved in warm water (200 ml.) and treated with aqueous ammonia (1.0 ml.) to give 4'-dimethylamino-6-chlorospiro[2H-1,2,4-benzothiadiazine-3(4H),1'-cyclohexane]-7-sulf... Starting materials: C1CCOC1, CC(=O)Cl, CCN(C(C)C)C(C)C, Nc1ccc2c(c1)COC2=C1C(=O)Nc2ccccc21. The product is CC(=O)Nc1ccc2c(c1)COC2=C1C(=O)Nc2ccccc21. Reaction SMILES: [CH2:34]1[O:35][CH2:36][CH2:37][CH2:38]1.[CH3:30][C:31]([Cl:32])=[O:33].[CH:21]([N:22]([CH2:23][CH3:24])[CH:25]([CH3:26])[CH3:27])([CH3:28])[CH3:29].[NH2:1][c:2]1[cH:3][c:4]2[c:8]([cH:9][cH:10]1)[C:7](=[C:11]1[C:12](=[O:20])[NH:13][c:14]3[cH:15][cH:16][cH:17][cH:18][c:19]31)[O:6][CH2:5]2>>[NH:1]([c:2]1[cH:3][c:4]2[c:8]([cH:9][cH:10]1)[C:7](=[C:11]1[C:12](=[O:20])[NH:13][c:14]3[cH:15][cH:16][cH:17][cH:18][c:19]31)[O:6][CH2:5]2)[C:31]([CH3:30])=[O:33].